From a dataset of the Open Reaction Database (ORD), a public repository of structured organic reaction records. describe an organic reaction: reactants, conditions, products, and yield The reactants are CCI, CC(C)(C)[O-], COC(=O)c1cc(N)c(I)c(O)c1, [Na+], CN(C)C=O. Product: CCOc1cc(C(=O)OC)cc(N)c1I. As a reaction SMILES: [CH2:14]([CH3:15])[I:16].[CH3:17][C:18]([CH3:19])([O-:20])[CH3:21].[CH3:1][O:2][C:3]([c:4]1[cH:5][c:6]([NH2:12])[c:7]([I:11])[c:8]([OH:10])[cH:9]1)=[O:13].[Na+:22].[O:23]=[CH:24][N:25]([CH3:26])[CH3:27]>>[CH3:1][O:2][C:3]([c:4]1[cH:5][c:6]([NH2:12])[c:7]([I:11])[c:8]([O:10][CH2:14][CH3:15])[cH:9]1)=[O:13].